Dataset: the Open Reaction Database (ORD), a public repository of structured organic reaction records. Task: describe an organic reaction: reactants, conditions, products, and yield Reactants: CC(=O)OC(C)=O, O=CO, NC(CC(=O)O)c1ccccc1. Product: O=CNC(CC(=O)O)c1ccccc1. RXN SMILES: [CH3:1][C:2](=[O:3])[O:4][C:5](=[O:6])[CH3:7].[CH:20]([OH:21])=[O:22].[NH2:8][CH:9]([CH2:10][C:11](=[O:12])[OH:13])[c:14]1[cH:15][cH:16][cH:17][cH:18][cH:19]1>>[CH:2](=[O:3])[NH:8][CH:9]([CH2:10][C:11](=[O:12])[OH:13])[c:14]1[cH:15][cH:16][cH:17][cH:18][cH:19]1.